Dataset: the Open Reaction Database (ORD), a public repository of structured organic reaction records. Task: describe an organic reaction: reactants, conditions, products, and yield Reactants: CO (methanol), COC1=CC(C=C2SC3=CC(=CC=C3N=C12)OC)=O (1,7-dimethoxy-3H-phenothiazin-3-one), solution, BrBr (Br2). The solvent is C(C)(=O)O (acetic acid), C(C)(=O)O (acetic acid). Run at time 15 minute. Yields the product BrC=1C(C=C(C2=NC3=CC=C(C=C3SC12)OC)OC)=O (4-Bromo-1,7-dimethoxy-3-H-phenothiazin-3-one). RXN SMILES: [CH3:1][O:2][C:3]1[C:16]2[C:7]([S:8][C:9]3[C:14]([N:15]=2)=[CH:13][CH:12]=[C:11]([O:17][CH3:18])[CH:10]=3)=[CH:6][C:5](=[O:19])[CH:4]=1.[Br:20]Br.CO>C(O)(=O)C>[Br:20][C:6]1[C:5](=[O:19])[CH:4]=[C:3]([O:2][CH3:1])[C:16]2[C:7]=1[S:8][C:9]1[C:14](=[CH:13][CH:12]=[C:11]([O:17][CH3:18])[CH:10]=1)[N:15]=2. Procedure details: To a suspension of 1,7-dimethoxy-3H-phenothiazin-3-one (300 mg) in acetic acid (9 ml) was added a 0.63M solution of Br2 in acetic acid (1.92 ml). After 15 minutes, methanol was added and the solid filtered, washed with ether and air dried to afford the title compound (353 mg), m.p. 267°-270° C. (dec). Starting materials: [Na] (sodium), C(C(=O)OCC)(=O)OCC (diethyl oxalate), C1(CCCCC1)=O (cyclohexanone). Solvent: C(C)O (ethanol). Run at temperature 60 celsius. The product is C(C)OC(C(C1C(CCCC1)=O)=O)=O (oxo-(2-oxo-cyclohexyl)-acetic acid ethyl ester). Reaction SMILES: [Na].[C:2]([O:9][CH2:10][CH3:11])(=[O:8])[C:3]([O:5]CC)=O.[C:12]1(=[O:18])[CH2:17][CH2:16][CH2:15][CH2:14][CH2:13]1>C(O)C>[CH2:10]([O:9][C:2](=[O:8])[C:3](=[O:5])[CH:13]1[CH2:14][CH2:15][CH2:16][CH2:17][C:12]1=[O:18])[CH3:11] |^1:0|. Procedure: A solution of sodium (1.75 g) in ethanol (100 ml) was treated with a mixture of diethyl oxalate (9.41 ml) and cyclohexanone (7.18 ml). The mixture was heated to 60° C. for 5 hours then cooled and then evaporated to yield oxo-(2-oxo-cyclohexyl)-acetic acid ethyl ester as a brown foam (16.635 g). LC-MS (METHOD B): RT=3.10 minutes; 197 (M−H)−. (b) 5-Methyl-2,4-dioxo-hexanoic acid ethyl ester The reactants are C(C)(=O)OCC1=CS[C@H]2N(C1C(=O)O)C(C2NC(CC2=CC=CC=C2)=O)=O (3-acetoxymethyl-7-(N-phenylacetyl-amino)-ceph-2-em-4ξ-carboxylic acid), O1C=CC=C1 (furane). Solvent: FC(C(=O)O)(F)F (trifluoroacetic acid), C1(=CC=CC=C1)C (toluene). Conditions: time 15 minute. Yields the product C(C1=CC=CO1)C1=CS[C@H]2N(C1C(=O)O)C(C2NC(CC2=CC=CC=C2)=O)=O (3-Furfuryl-7-(N-phenylacetyl-amino)-ceph-2-em-4ξ-carboxylic acid). Reaction SMILES: C(O[CH2:5][C:6]1[CH:11]([C:12]([OH:14])=[O:13])[N:10]2[C:15](=[O:27])[CH:16]([NH:17][C:18](=[O:26])[CH2:19][C:20]3[CH:25]=[CH:24][CH:23]=[CH:22][CH:21]=3)[C@H:9]2[S:8][CH:7]=1)(=O)C.[O:28]1[CH:32]=[CH:31][CH:30]=[CH:29]1>FC(F)(F)C(O)=O.C1(C)C=CC=CC=1>[CH2:5]([C:6]1[CH:11]([C:12]([OH:14])=[O:13])[N:10]2[C:15](=[O:27])[CH:16]([NH:17][C:18](=[O:26])[CH2:19][C:20]3[CH:21]=[CH:22][CH:23]=[CH:24][CH:25]=3)[C@H:9]2[S:8][CH:7]=1)[C:32]1[O:28][CH:29]=[CH:30][CH:31]=1. Reported procedure: 0.04 g of 3-acetoxymethyl-7-(N-phenylacetyl-amino)-ceph-2-em-4ξ-carboxylic acid and 0.027 g of furane are simultaneously dissolved in 2 ml of trifluoroacetic acid; the solution is left to stand for 15 minutes at room temperature and is then diluted with an equal volume of toluene. The mixture is evaporated to dryness under reduced pressure and the residue is worked up in accordance with the process described in example 6. 3-Furfuryl-7-(N-phenylacetyl-amino)-ceph-2-em-4ξ-carboxylic acid is thus o...